From a dataset of the Open Reaction Database (ORD), a public repository of structured organic reaction records. describe an organic reaction: reactants, conditions, products, and yield The reactants are C(C)NCC (diethylamine), C(C=C)(=O)[O-] (acrylate), C(C)NCC (diethylamine), C(C)NCC (diethylamine), amine, C(CCCCCCCC)C1=C(C(=C(C=C1)P([O-])([O-])[O-])CCCCCCCCC)CCCCCCCCC (trisnonylphenylphosphite). Product: C(C=C)(=O)[O-].C(C)NCC (Acrylate Diethylamine). Reaction SMILES: [C:1]([O-:5])(=[O:4])[CH:2]=[CH2:3].[CH2:6]([NH:8][CH2:9][CH3:10])[CH3:7].C(C1C=CC(P([O-])([O-])[O-])=C(CCCCCCCCC)C=1CCCCCCCCC)CCCCCCCC>>[C:1]([O-:5])(=[O:4])[CH:2]=[CH2:3].[CH2:6]([NH:8][CH2:9][CH3:10])[CH3:7] |f:3.4|. Reported procedure: To 200 g of the acrylate obtained in Example 1.A, 18.6 g of diethylamine was added in order to reach in the end product, a nitrogen content of 1.2%. After the slight exotherm observed during addition of the amine, the reaction mixture was maintain at 50° C. until the free diethylamine content reached 1000 ppm, as measured by titration. After being stripped to reach a free diethylamine content below 200 ppm, the end product was post-stabilized with 3000 ppm trisnonylphenylphosphite. A clear, low ... Reactants: NC=1C(=NC=C(N1)N)C(=O)OC (methyl 3,5-diaminopyrazinoate), F (hydrogen fluoride). Reaction conditions: temperature -78 celsius. Yields the product NC=1C(=NC(=C(N1)N)F)C(=O)OC (methyl 3,5-diamino-6-fluoropyrazinoate). Reaction SMILES: [NH2:1][C:2]1[C:3]([C:9]([O:11][CH3:12])=[O:10])=[N:4][CH:5]=[C:6]([NH2:8])[N:7]=1.[FH:13]>>[NH2:1][C:2]1[C:3]([C:9]([O:11][CH3:12])=[O:10])=[N:4][C:5]([F:13])=[C:6]([NH2:8])[N:7]=1. Procedure details: In a reactor cooled to -78° C. in an acetone-dry ice bath is placed methyl 3,5-diaminopyrazinoate (6 g.) and liquid hydrogen fluoride (70 ml.). A stream of fluorinehelium mixture (1:4 v /v) is passed through the solution for 51/2 hours at <78° C. followed by a vigorous stream of nitrogen to remove the solvent. The reaction residue is treated with conc. hydrochloric acid (60 ml.) evaporated to dryness, dissolved in water (75 ml.) and neutralized with aqueous sodium hydroxide to give methyl 3,5-di... Starting materials: ClC1=CC=2C(C3=CC=CC=C3OC2C=C1)=C1CCNCC1 (4-(2-chloro-9-xanthenylidene)piperidine), Cl (hydrogen chloride), BrCCCO (3-bromo-1-propanol), [I-].[K+] (potassium iodide). Run in O (water), CN(C=O)C (dimethylformamide). Product: Cl.ClC1=CC=2C(C3=CC=CC=C3OC2C=C1)=C1CCN(CC1)CCCO (4-(2-chloro-9-xanthenylidene)-1-(3-hydroxypropyl)piperidine hydrochloride). As a reaction SMILES: [Cl:1][C:2]1[CH:15]=[CH:14][C:13]2[O:12][C:11]3[C:6](=[CH:7][CH:8]=[CH:9][CH:10]=3)[C:5](=[C:16]3[CH2:21][CH2:20][NH:19][CH2:18][CH2:17]3)[C:4]=2[CH:3]=1.Br[CH2:23][CH2:24][CH2:25][OH:26].[I-].[K+].Cl>O.CN(C)C=O>[ClH:1].[Cl:1][C:2]1[CH:15]=[CH:14][C:13]2[O:12][C:11]3[C:6](=[CH:7][CH:8]=[CH:9][CH:10]=3)[C:5](=[C:16]3[CH2:21][CH2:20][N:19]([CH2:23][CH2:24][CH2:25][OH:26])[CH2:18][CH2:17]3)[C:4]=2[CH:3]=1 |f:2.3,7.8|. Procedure: A solution of 3.5 g. (11.8 mmol) of 4-(2-chloro-9-xanthenylidene)piperidine (prepared as in Example 14), 2.0 g. (13.4 mmol) of 3-bromo-1-propanol and 50 mg. of potassium iodide in 50 ml. of dimethylformamide is stirred at 23° C. for 18 hours and 100° C. for 12 hours. The reaction mixture is poured into water, basified and extracted with a mixture of ether and ethyl acetate. The extract is washed with water, dried and the solvent evaporated. The residue is chromatographed on an alumina column usi... Starting materials: CO, Nc1ccc(CN2CCCCC2)c(Cl)c1, O=C(O)C#Cc1ccc(C(F)(F)F)cc1Cl, ClCCl, Cl. The product is O=C(C#Cc1ccc(C(F)(F)F)cc1Cl)Nc1ccc(CN2CCCCC2)c(Cl)c1. As a reaction SMILES: [CH3:33][OH:34].[Cl:17][c:18]1[cH:19][c:20]([NH2:31])[cH:21][cH:22][c:23]1[CH2:24][N:25]1[CH2:26][CH2:27][CH2:28][CH2:29][CH2:30]1.[Cl:1][c:2]1[c:3]([C:12]#[C:13][C:14](=[O:15])[OH:16])[cH:4][cH:5][c:6]([C:8]([F:9])([F:10])[F:11])[cH:7]1.[Cl:35][CH2:36][Cl:37].[ClH:32]>>[Cl:1][c:2]1[c:3]([C:12]#[C:13][C:14](=[O:16])[NH:31][c:20]2[cH:19][c:18]([Cl:17])[c:23]([CH2:24][N:25]3[CH2:26][CH2:27][CH2:28][CH2:29][CH2:30]3)[cH:22][cH:21]2)[cH:4][cH:5][c:6]([C:8]([F:9])([F:10])[F:11])[cH:7]1. Reactants: O=C([O-])[O-], CS(C)=O, CC(C)c1cc(Cl)nnc1Cl, OCCc1cc(Cl)c(S)c(Cl)c1, Cl, [K+], [K+], O. Product: CC(C)c1cc(Sc2c(Cl)cc(CCO)cc2Cl)nnc1Cl. As a reaction SMILES: [C:24](=[O:25])([O-:26])[O-:27].[CH3:31][S:32](=[O:33])[CH3:34].[Cl:13][c:14]1[n:15][n:16][c:17]([Cl:23])[cH:18][c:19]1[CH:20]([CH3:21])[CH3:22].[Cl:1][c:2]1[cH:3][c:4]([CH2:10][CH2:11][OH:12])[cH:5][c:6]([Cl:9])[c:7]1[SH:8].[ClH:30].[K+:28].[K+:29].[OH2:35]>>[Cl:1][c:2]1[cH:3][c:4]([CH2:10][CH2:11][OH:12])[cH:5][c:6]([Cl:9])[c:7]1[S:8][c:17]1[n:16][n:15][c:14]([Cl:13])[c:19]([CH:20]([CH3:21])[CH3:22])[cH:18]1. Reactants: C=C(C)C, COC(=O)c1sc(-c2ccccc2)cc1N, ClC(Cl)Cl, C1COCCO1, O=S(=O)(O)O. The product is COC(=O)c1sc(-c2ccccc2)cc1NC(C)(C)C. Reaction SMILES: [CH2:22]=[C:23]([CH3:24])[CH3:25].[CH3:6][O:7][C:8](=[O:9])[c:10]1[s:11][c:12](-[c:16]2[cH:17][cH:18][cH:19][cH:20][cH:21]2)[cH:13][c:14]1[NH2:15].[CH:26]([Cl:27])([Cl:28])[Cl:29].[O:30]1[CH2:31][CH2:32][O:33][CH2:34][CH2:35]1.[S:1](=[O:2])(=[O:3])([OH:4])[OH:5]>>[CH3:6][O:7][C:8](=[O:9])[c:10]1[s:11][c:12](-[c:16]2[cH:17][cH:18][cH:19][cH:20][cH:21]2)[cH:13][c:14]1[NH:15][C:23]([CH3:22])([CH3:24])[CH3:25]. Reactants: C(C)(=O)O[C@@H]1O[C@@H]([C@H]([C@@H]([C@H]1N=C=S)OC(C)=O)OC(C)=O)COC(C)=O ((2S,3R,4R,5S,6R)-6-(acetoxymethyl)-3-isothiocyanato-tetrahydro-2H-pyran-2,4,5-triyl triacetate), CO (methanol). Conditions: time 1 hour. The product is C(C)(=O)O[C@H]1O[C@@H]([C@H]([C@@H]([C@H]1NC(=S)OC)OC(C)=O)OC(C)=O)COC(C)=O ((2R,3R,4R,5S,6R)-6-(acetoxymethyl)-3-(methoxycarbonothioylamino)-tetrahydro-2H-pyran-2,4,5-triyl triacetate). The yield is 92.0%. As a reaction SMILES: [C:1]([O:4][C@H:5]1[C@H:10]([N:11]=[C:12]=[S:13])[C@@H:9]([O:14][C:15](=[O:17])[CH3:16])[C@H:8]([O:18][C:19](=[O:21])[CH3:20])[C@@H:7]([CH2:22][O:23][C:24](=[O:26])[CH3:25])[O:6]1)(=[O:3])[CH3:2].[CH3:27][OH:28]>>[C:1]([O:4][C@@H:5]1[C@H:10]([NH:11][C:12]([O:28][CH3:27])=[S:13])[C@@H:9]([O:14][C:15](=[O:17])[CH3:16])[C@H:8]([O:18][C:19](=[O:21])[CH3:20])[C@@H:7]([CH2:22][O:23][C:24](=[O:26])[CH3:25])[O:6]1)(=[O:3])[CH3:2]. Reported procedure: A solution of (2S,3R,4R,5S,6R)-6-(acetoxymethyl)-3-isothiocyanato-tetrahydro-2H-pyran-2,4,5-triyl triacetate (1.0 g, 2.57 mmol) in anhydrous methanol (10 mL) was heated to reflux. The reaction was complete after 1 h as determined by TLC. The solvent was removed in vacuo. The product was then purified by flash column silica chromatography using a solvent system of 3:1 hexanes/EtOAc, which provided (2R,3R,4R,5S,6R)-6-(acetoxymethyl)-3-(methoxycarbonothioylamino)-tetrahydro-2H-pyran-2,4,5-triyl tri...